Dataset: the Open Reaction Database (ORD), a public repository of structured organic reaction records. Task: describe an organic reaction: reactants, conditions, products, and yield The reactants are NC1=C(NC2=CC(=CC=C12)Cl)C(=O)C=1C=C(C=CC1)S(=O)(=O)N (3-(3-amino-6-chloroindole-2-carbonyl)benzenesulfonamide), C(C)(=O)Cl (acetyl chloride). Run in C(C)O.C1(=CC=CC=C1)C (ethanol toluene). Yields the product C(C)(=O)NC1=C(NC2=CC(=CC=C12)Cl)C(=O)C=1C=C(C=CC1)S(=O)(=O)N (3-(3-Acetylamino-6-chloroindole-2-carbonyl)benzenesulfonamide). Reaction SMILES: [NH2:1][C:2]1[C:10]2[C:5](=[CH:6][C:7]([Cl:11])=[CH:8][CH:9]=2)[NH:4][C:3]=1[C:12]([C:14]1[CH:15]=[C:16]([S:20]([NH2:23])(=[O:22])=[O:21])[CH:17]=[CH:18][CH:19]=1)=[O:13].[C:24](Cl)(=[O:26])[CH3:25]>C(O)C.C1(C)C=CC=CC=1>[C:24]([NH:1][C:2]1[C:10]2[C:5](=[CH:6][C:7]([Cl:11])=[CH:8][CH:9]=2)[NH:4][C:3]=1[C:12]([C:14]1[CH:15]=[C:16]([S:20]([NH2:23])(=[O:21])=[O:22])[CH:17]=[CH:18][CH:19]=1)=[O:13])(=[O:26])[CH3:25] |f:2.3|. Procedure details: The title compound was prepared according to the procedure described in Example 19 employing 3-(3-amino-6-chloroindole-2-carbonyl)benzenesulfonamide (Example 142) and acetyl chloride. m.p.: 250-251° C. (ethanol/toluene) The reactants are CC(=O)OC(C)=O, OCC1c2c(c3ccccc3c3ccccc23)-c2c1c1ccccc1c1ccccc21, O=S(=O)(O)O. Yields the product CC(=O)OCC1c2c(c3ccccc3c3ccccc23)-c2c1c1ccccc1c1ccccc21. RXN SMILES: [CH3:37][C:38](=[O:39])[O:40][C:41](=[O:42])[CH3:43].[OH:1][CH2:2][CH:3]1[c:4]2[c:5]3[c:6]([c:7]4[c:8]([c:9]2-[c:10]2[c:11]5[c:12]([c:13]6[c:14]([c:15]21)[cH:16][cH:17][cH:18][cH:19]6)[cH:20][cH:21][cH:22][cH:23]5)[cH:24][cH:25][cH:26][cH:27]4)[cH:28][cH:29][cH:30][cH:31]3.[S:32](=[O:33])(=[O:34])([OH:35])[OH:36]>>[O:1]([CH2:2][CH:3]1[c:4]2[c:5]3[c:6]([c:7]4[c:8]([c:9]2-[c:10]2[c:11]5[c:12]([c:13]6[c:14]([c:15]21)[cH:16][cH:17][cH:18][cH:19]6)[cH:20][cH:21][cH:22][cH:23]5)[cH:24][cH:25][cH:26][cH:27]4)[cH:28][cH:29][cH:30][cH:31]3)[C:38]([CH3:37])=[O:39]. Reactants: BrC1=CC(=CC=2NC(=NC21)CF)[N+](=O)[O-] (4-bromo-2-(fluoromethyl)-6-nitro-1H-benzo[d]imidazole), BrCC1=C(C(=CC=C1)Cl)C (1-(bromomethyl)-3-chloro-2-methylbenzene), C([O-])([O-])=O.[K+].[K+] (potassium carbonate), O (water). Run in CN(C=O)C (N,N-Dimethylformamide). Conditions: temperature 80 celsius, time 1 hour. Yields the product BrC1=CC(=CC=2N(C(=NC21)CF)CC2=C(C(=CC=C2)Cl)C)[N+](=O)[O-] (4-bromo-1-(3-chloro-2-methylbenzyl)-2-(fluoromethyl)-6-nitro-1H-benzo[d]imidazole). The yield is 27.2%. RXN SMILES: [Br:1][C:2]1[C:10]2[N:9]=[C:8]([CH2:11][F:12])[NH:7][C:6]=2[CH:5]=[C:4]([N+:13]([O-:15])=[O:14])[CH:3]=1.Br[CH2:17][C:18]1[CH:23]=[CH:22][CH:21]=[C:20]([Cl:24])[C:19]=1[CH3:25].C(=O)([O-])[O-].[K+].[K+].O>CN(C)C=O>[Br:1][C:2]1[C:10]2[N:9]=[C:8]([CH2:11][F:12])[N:7]([CH2:17][C:18]3[CH:23]=[CH:22][CH:21]=[C:20]([Cl:24])[C:19]=3[CH3:25])[C:6]=2[CH:5]=[C:4]([N+:13]([O-:15])=[O:14])[CH:3]=1 |f:2.3.4|. Procedure details: Into a 250 ml flask with 4-bromo-2-(fluoromethyl)-6-nitro-1H-benzo[d]imidazole (3 g, 10.95 mmol) in N,N-Dimethylformamide (DMF) (100 mL) was added 1-(bromomethyl)-3-chloro-2-methylbenzene (3.60 g, 16.42 mmol) and potassium carbonate (4.54 g, 32.8 mmol). The resulting reaction mixture was stirred 1 h at 80° C., cooled to room temperature and poured into water, extracted with ethyl acetate, washed with water, brine, dried (MgSO4) and evaporated. The residue was purified on a silica gel cartridge a... The reactants are Compound 22, C1(=CC=CC=C1)C#C (phenylacetylene), IC1=CN=C(S1)C=1SC=CC1 (5-iodo-2-(thien-2-yl)thiazole). The reagents and catalysts are Cl[Pd]([P](C1=CC=CC=C1)(C2=CC=CC=C2)C3=CC=CC=C3)([P](C4=CC=CC=C4)(C5=CC=CC=C5)C6=CC=CC=C6)Cl (dichlorobis(triphenylphosphine)palladium), [Cu]I (copper(I) iodide). Run in C(C)N(CC)CC (triethylamine). Product: C1(=CC=CC=C1)C#CC1=CN=C(S1)C=1SC=CC1 (1-phenyl-2-[2-(thien-2-yl)thiazol-5-yl]ethyne). The yield is 71.4%. Reaction SMILES: [C:1]1([C:7]#[CH:8])[CH:6]=[CH:5][CH:4]=[CH:3][CH:2]=1.I[C:10]1[S:14][C:13]([C:15]2[S:16][CH:17]=[CH:18][CH:19]=2)=[N:12][CH:11]=1>Cl[Pd](Cl)([P](C1C=CC=CC=1)(C1C=CC=CC=1)C1C=CC=CC=1)[P](C1C=CC=CC=1)(C1C=CC=CC=1)C1C=CC=CC=1.[Cu]I.C(N(CC)CC)C>[C:1]1([C:7]#[C:8][C:10]2[S:14][C:13]([C:15]3[S:16][CH:17]=[CH:18][CH:19]=3)=[N:12][CH:11]=2)[CH:6]=[CH:5][CH:4]=[CH:3][CH:2]=1 |^1:22,41|. Procedure details: In a manner similar to Step D of Example 1, the reaction of 1.3 gram (0.013 mole) of phenylacetylene, 50 ml of triethylamine, 3.2 grams (0.011 mole) of 5-iodo-2-(thien-2-yl)thiazole, 0.080 gram (1.1×10-4 mole) of dichlorobis(triphenylphosphine)palladium (II), and 0.022 gram (1.1×10-4 mole) of copper(I) iodide produced 2.1 grams of 1-phenyl-2-[2-(thien-2-yl)thiazol-5-yl]ethyne as a solid, m.p. 94°-96° C., Compound 22 of Table 1. Reactants: BrCC(CC)CC (3-bromomethyl-pentane), C(O)CN (ethanolamine). Solvent: C(C)O (ethanol). Run at temperature 75 celsius. The product is C(C)C(CNCCO)CC (2-(2-Ethylbutylamino)ethanol). The yield is 92.7%. RXN SMILES: Br[CH2:2][CH:3]([CH2:6][CH3:7])[CH2:4][CH3:5].[CH2:8]([CH2:10][NH2:11])[OH:9]>C(O)C>[CH2:4]([CH:3]([CH2:6][CH3:7])[CH2:2][NH:11][CH2:10][CH2:8][OH:9])[CH3:5]. Procedure details: A mixture of 3-bromomethyl-pentane (6.0 g, 36.4 mmol) and ethanolamine (13 mL, 218 mmol) in ethanol (45 mL) was heated at 75° C. for 16 h. The reaction mixture was concentrated and the resulting residue was diluted with DCM (70 mL). The organic layer was partitioned with water (70 mL) and the aqueous layer extracted with DCM. Combined organic layers, dried over magnesium sulfate, filtered, and concentrated to give the title compound as an oil (4.90 g). 1H NMR (d6-DMSO, 400 MHz) δ (ppm): 3.44 (t,... Reactants: C(C)OC(C[C@H](NC(CN1C(C(CC1)CCC1=NC=2NCCCC2C=C1)=O)=O)C=1C=NC=CC1)=O ((2-Oxo-3-(2-(5,6,7,8-tetrahydro[1,8]-naphthyridin-2-yl)ethyl)pyrrolidin-1-yl)acetyl-3(S)-pyridin-3-yl-β-alanine ethyl ester), [OH-].[Na+] (NaOH). The solvent is C(C)O (ethanol). Reaction conditions: time 1 hour. The product is CCOC(=O)C.CCO.[NH4+].[OH-].O (EtOAc EtOH NH4OH H2O), O=C1N(CCC1CCC1=NC=2NCCCC2C=C1)CC(=O)N[C@@H](CC(=O)O)C=1C=NC=CC1 ((2-Oxo-3-(2-(5,6,7,8-tetrahydro[1,8]-naphthyridin-2-yl)ethyl)pyrrolidin-1-yl)acetyl-3(S)-pyridin-3-yl-β-alanine). RXN SMILES: [CH2:1]([O:3][C:4](=[O:35])[CH2:5][C@@H:6]([C:29]1[CH:30]=[N:31][CH:32]=[CH:33][CH:34]=1)[NH:7][C:8](=[O:28])[CH2:9][N:10]1[CH2:14][CH2:13][CH:12]([CH2:15][CH2:16][C:17]2[CH:26]=[CH:25][C:24]3[CH2:23][CH2:22][CH2:21][NH:20][C:19]=3[N:18]=2)[C:11]1=[O:27])[CH3:2].[OH-:36].[Na+]>C(O)C>[CH3:2][CH2:1][O:3][C:4]([CH3:5])=[O:35].[CH3:2][CH2:1][OH:3].[NH4+:7].[OH-:36].[OH2:3].[O:27]=[C:11]1[CH:12]([CH2:15][CH2:16][C:17]2[CH:26]=[CH:25][C:24]3[CH2:23][CH2:22][CH2:21][NH:20][C:19]=3[N:18]=2)[CH2:13][CH2:14][N:10]1[CH2:9][C:8]([NH:7][C@H:6]([C:29]1[CH:30]=[N:31][CH:32]=[CH:33][CH:34]=1)[CH2:5][C:4]([OH:35])=[O:3])=[O:28] |f:1.2,4.5.6.7.8|. Procedure details: A mixture of 2-12 (0.1 g, 0.15 mmol), 1N NaOH (300 μL) and ethanol (1 mL) was stirred at ambient temperature for 1 hr. Concentration and the flash chromatography (silica, 25:10:1:1→15:10:1:1 EtOAc/EtOH/NH4OH/H2O) gave 2-14 as a white solid. Reactants: C1=CC=CC=2CN(CC3=C(C21)C=CC=C3)C(OCC)=N (ethyl 5,7-dihydro-6H-dibenz[c,e]azepine-6-carboximidate), CC(C(=O)Cl)=C (2-methylacryloyl chloride). The product is CC(C(=O)N=C(OCC)N1CC2=C(C3=C(C1)C=CC=C3)C=CC=C2)=C (ethyl N-(2-methylacryloyl)-5,7-dihydro-6H-dibenz[c,e]azepine-6-carboximidate). As a reaction SMILES: [CH:1]1[C:11]2[C:10]3[CH:12]=[CH:13][CH:14]=[CH:15][C:9]=3[CH2:8][N:7]([C:16](=[NH:20])[O:17][CH2:18][CH3:19])[CH2:6][C:5]=2[CH:4]=[CH:3][CH:2]=1.[CH3:21][C:22](=[CH2:26])[C:23](Cl)=[O:24]>>[CH3:26][C:22](=[CH2:21])[C:23]([N:20]=[C:16]([N:7]1[CH2:6][C:5]2[CH:4]=[CH:3][CH:2]=[CH:1][C:11]=2[C:10]2[CH:12]=[CH:13][CH:14]=[CH:15][C:9]=2[CH2:8]1)[O:17][CH2:18][CH3:19])=[O:24]. Procedure: starting from ethyl 5,7-dihydro-6H-dibenz[c,e]azepine-6-carboximidate and 2-methylacryloyl chloride, there is obtained ethyl N-(2-methylacryloyl)-5,7-dihydro-6H-dibenz[c,e]azepine-6-carboximidate as a syrup, mass spectrum m/e: M+ 334 (20), 305 (16), 293 (7), 194 (100), 167 (29), 69 (21), 41 (30);